From a dataset of the Open Reaction Database (ORD), a public repository of structured organic reaction records. describe an organic reaction: reactants, conditions, products, and yield Starting materials: ClC=1C=CC2=C(C(=NC(C(=N2)NN=C(CCCN2CCN(CC2)C)C(=O)O)C)C2=CC=CC=C2)C1 (7-chloro-2-[[1-carboxy-4-(4-methylpiperazino)butylidene]-hydrazino]-3-methyl-5-phenyl-3H-1,4-benzodiazepine), [N+](=[N-])=C (diazomethane). Product: ClC=1C=CC2=C(C(=NC(C(=N2)NN=C(CCCN2CCN(CC2)C)C(=O)OC)C)C2=CC=CC=C2)C1 (7-chloro-2-[[1-(methoxycarbonyl)-4-(4-methylpiperazino)butylidene]-hydrazino]-3-methyl-5-phenyl-3H-1,4-benzodiazepine). RXN SMILES: [Cl:1][C:2]1[CH:3]=[CH:4][C:5]2[N:11]=[C:10]([NH:12][N:13]=[C:14]([C:25]([OH:27])=[O:26])[CH2:15][CH2:16][CH2:17][N:18]3[CH2:23][CH2:22][N:21]([CH3:24])[CH2:20][CH2:19]3)[CH:9]([CH3:28])[N:8]=[C:7]([C:29]3[CH:34]=[CH:33][CH:32]=[CH:31][CH:30]=3)[C:6]=2[CH:35]=1.[N+](=[CH2:38])=[N-]>>[Cl:1][C:2]1[CH:3]=[CH:4][C:5]2[N:11]=[C:10]([NH:12][N:13]=[C:14]([C:25]([O:27][CH3:38])=[O:26])[CH2:15][CH2:16][CH2:17][N:18]3[CH2:19][CH2:20][N:21]([CH3:24])[CH2:22][CH2:23]3)[CH:9]([CH3:28])[N:8]=[C:7]([C:29]3[CH:30]=[CH:31][CH:32]=[CH:33][CH:34]=3)[C:6]=2[CH:35]=1. Reported procedure: In the manner given in Example 14, a solution of 7-chloro-2-[[1-carboxy-4-(4-methylpiperazino)butylidene]-hydrazino]-3-methyl-5-phenyl-3H-1,4-benzodiazepine can be treated with ethereal diazomethane to give 7-chloro-2-[[1-(methoxycarbonyl)-4-(4-methylpiperazino)butylidene]-hydrazino]-3-methyl-5-phenyl-3H-1,4-benzodiazepine. The reactants are C(C)(=O)O[C@@H]1[C@H](O[C@H](C1)N1C2=NC=NC(=C2N=C1)N)CO[Si](C)(C)C(C)(C)C ((2R,3S,5R)-5-(6-amino-9H-purin-9-yl)-2-({[tert-butyl(dimethyl)silyl]oxy}methyl)tetrahydrofuran-3-yl acetate), C[Si](C)(C)Br (trimethylsilylbromide), C(=O)(O)[O-].[Na+] (NaHCO3), C(C)(C)(C)ON=O (t-butylnitrite). Run in BrCBr (dibromomethane), C(Cl)Cl (CH2Cl2). Conditions: time 3 hour. Product: C(C)(=O)O[C@@H]1[C@H](O[C@H](C1)N1C2=NC=NC(=C2N=C1)Br)CO[Si](C)(C)C(C)(C)C ((2R,3S,5R)-5-(6-bromo-9H-purin-9-yl)-2-({[tert-butyl(dimethyl)silyl]oxy}methyl)-tetrahydrofuran-3-yl acetate). The yield is 54.4%. RXN SMILES: [C:1]([O:4][C@H:5]1[CH2:9][C@H:8]([N:10]2[CH:18]=[N:17][C:16]3[C:11]2=[N:12][CH:13]=[N:14][C:15]=3N)[O:7][C@@H:6]1[CH2:20][O:21][Si:22]([C:25]([CH3:28])([CH3:27])[CH3:26])([CH3:24])[CH3:23])(=[O:3])[CH3:2].C[Si]([Br:33])(C)C.C(ON=O)(C)(C)C.C([O-])(O)=O.[Na+]>BrCBr.C(Cl)Cl>[C:1]([O:4][C@H:5]1[CH2:9][C@H:8]([N:10]2[CH:18]=[N:17][C:16]3[C:11]2=[N:12][CH:13]=[N:14][C:15]=3[Br:33])[O:7][C@@H:6]1[CH2:20][O:21][Si:22]([C:25]([CH3:28])([CH3:27])[CH3:26])([CH3:24])[CH3:23])(=[O:3])[CH3:2] |f:3.4|. Procedure details: To a solution of (2R,3S,5R)-5-(6-amino-9H-purin-9-yl)-2-({[tert-butyl(dimethyl)silyl]oxy}methyl)tetrahydrofuran-3-yl acetate (2.00 g, 4.91 mmol) in dibromomethane (98.2 mL) were added trimethylsilylbromide (0.717 mL, 5.55 mmol) then t-butylnitrite (3.98 mL, 33.44 mmol). The reaction mixture was stirred at room temperature for approximately 3 hours before being slowly poured into a 1:1 mixture of saturated NaHCO3:CH2Cl2. The organics were washed with water then brine. After drying over Na2SO4, th... The reactants are C(C1=CC=CC=C1)NC(=O)C1=C(N=C(S1)N1C(N(CC1)CC=1C=C(C(=O)OCC)C=CC1)=O)C (ethyl 3-((3-(5-(benzylcarbamoyl)-4-methylthiazol-2-yl)-2-oxoimidazolidin-1-yl)methyl)benzoate), FC1=CC=C(CN2C(N(CC2)C=2SC(=C(N2)C(F)(F)F)C(=O)OCC)=O)C=C1 (ethyl 2-(3-(4-fluorobenzyl)-2-oxoimidazolidin-1-yl)-4-(trifluoromethyl)thiazole-5-carboxylate). Product: FC1=CC=C(CN2C(N(CC2)C=2SC(=C(N2)C(F)(F)F)C(=O)O)=O)C=C1 (2-(3-(4-fluorobenzyl)-2-oxoimidazolidin-1-yl)-4-(trifluoromethyl)thiazole-5-carboxylic acid). Yield: 69.0%. As a reaction SMILES: C(NC(C1SC(N2CCN(CC3C=C(C=CC=3)C(OCC)=O)C2=O)=NC=1C)=O)C1C=CC=CC=1.[F:35][C:36]1[CH:62]=[CH:61][C:39]([CH2:40][N:41]2[CH2:45][CH2:44][N:43]([C:46]3[S:47][C:48]([C:55]([O:57]CC)=[O:56])=[C:49]([C:51]([F:54])([F:53])[F:52])[N:50]=3)[C:42]2=[O:60])=[CH:38][CH:37]=1>>[F:35][C:36]1[CH:37]=[CH:38][C:39]([CH2:40][N:41]2[CH2:45][CH2:44][N:43]([C:46]3[S:47][C:48]([C:55]([OH:57])=[O:56])=[C:49]([C:51]([F:54])([F:52])[F:53])[N:50]=3)[C:42]2=[O:60])=[CH:61][CH:62]=1. Procedure: Following the procedure as described in Example 25, making variations as required to replace ethyl 3-((3-(5-(benzylcarbamoyl)-4-methylthiazol-2-yl)-2-oxoimidazolidin-1-yl)methyl)benzoate with ethyl 2-(3-(4-fluorobenzyl)-2-oxoimidazolidin-1-yl)-4-(trifluoromethyl)thiazole-5-carboxylate, the title compound was obtained as a colorless solid in 69% yield: 1H NMR (300 MHz, DMSO-d6) δ 13.74 (br s, 1H), 7.36-7.30 (m, 2H), 7.19-7.13 (m, 2H), 4.41 (s, 2H), 4.02-3.97 (m, 2H), 3.47-3.41 (m, 2H); MS (ES+) m... The reactants are C(=O)(O)[O-].[Na+] (NaHCO3), intermediate 15, C(CC)P1(OP(OP(O1)(=O)CCC)(=O)CCC)=O (T3P), FC=1C=C(C=CC1CN1CCCC1)C1(CC(C1)C(=O)O)O (3-(3-fluoro-4-(pyrrolidin-1-ylmethyl)phenyl)-3-hydroxycyclobutanecarboxylic acid), C(C(C)C)N (isobutylamine). Run in C1CCOC1 (THF), CCOC(=O)C (EtOAc). Conditions: time 20 hour. Product: C(C(C)C)NC(=O)C1CC(C1)(O)C1=CC(=C(C=C1)CN1CCCC1)F (3-(3-Fluoro-4-pyrrolidin-1-ylmethyl-phenyl)-3-hydroxy-cyclobutanecarboxylic acid isobutyl-amide). Yield: 62.7%. RXN SMILES: [F:1][C:2]1[CH:3]=[C:4]([C:14]2([OH:21])[CH2:17][CH:16]([C:18]([OH:20])=O)[CH2:15]2)[CH:5]=[CH:6][C:7]=1[CH2:8][N:9]1[CH2:13][CH2:12][CH2:11][CH2:10]1.[CH2:22]([NH2:26])[CH:23]([CH3:25])[CH3:24].C(P1(=O)OP(CCC)(=O)OP(CCC)(=O)O1)CC.C([O-])(O)=O.[Na+]>CCOC(C)=O.C1COCC1>[CH2:22]([NH:26][C:18]([CH:16]1[CH2:17][C:14]([C:4]2[CH:5]=[CH:6][C:7]([CH2:8][N:9]3[CH2:10][CH2:11][CH2:12][CH2:13]3)=[C:2]([F:1])[CH:3]=2)([OH:21])[CH2:15]1)=[O:20])[CH:23]([CH3:25])[CH3:24] |f:3.4|. Procedure details: A THF solution of crude ˜0.12M intermediate 15, 3-(3-fluoro-4-(pyrrolidin-1-ylmethyl)phenyl)-3-hydroxycyclobutanecarboxylic acid (160 mL, 19.3 mmol) was combined with isobutylamine (3.8 mL, 38.2 mmol) and T3P (50% wt in EtOAc, 13.8 mL, 23.2 mmol) and stirred at room temperature for 20 h. The mixture was made basic with saturated aqueous NaHCO3 and EtOAc (50 mL) was added. The phases were separated and the aqueous phase was extracted again with EtOAc. The combined organics were washed with brine,... Starting materials: Brc1ccccc1-c1ccccc1, N#Cc1ccc(-n2ccnc2)cc1. Reagents/catalysts: CC(C)(C)c1ccc(-c2ccc(C(C)(C)C)cc2)cc1 (4,4'-di-tert-butylbiphenyl), CC(C)(C)C(=O)[O-].[K+] (KOPiv), Cl[Pd]CC=C.C=CC[Pd]Cl ([Pd(allyl)Cl]2), CN(C)c1ccc(P(C2CCCCC2)C2CCCCC2)cc1 (A-caPhos). Solvent: CC(=O)N(C)C (DMA), CC(=O)N(C)C (DMA), CC(=O)N(C)C (DMA). Conditions: temperature 120 celsius, time 24 hour. The product is N#Cc1ccc(-n2cncc2-c2ccccc2-c2ccccc2)cc1. Yield: 1.4%.